From a dataset of the Open Reaction Database (ORD), a public repository of structured organic reaction records. describe an organic reaction: reactants, conditions, products, and yield Reactants: ClCCl, ClCCl, CC(=O)[O-], CO, CO, Cc1nn(C)c(Cl)c1S(=O)(=O)Nc1ccc(Cc2nc3c([nH]2)c(=O)n(Cc2ccccc2F)c(=O)n3CC2CC2)cc1, [Na+]. Product: Cc1nn(C)cc1S(=O)(=O)Nc1ccc(Cc2nc3c([nH]2)c(=O)n(Cc2ccccc2F)c(=O)n3CC2CC2)cc1. As a reaction SMILES: [CH2:48]([Cl:49])[Cl:50].[CH2:53]([Cl:54])[Cl:55].[CH3:44][C:45](=[O:46])[O-:47].[CH3:51][OH:52].[CH3:56][OH:57].[CH:1]1([CH2:4][n:5]2[c:6](=[O:42])[n:7]([CH2:34][c:35]3[c:36]([F:41])[cH:37][cH:38][cH:39][cH:40]3)[c:8](=[O:33])[c:9]3[nH:10][c:11]([CH2:14][c:15]4[cH:16][cH:17][c:18]([NH:21][S:22](=[O:23])(=[O:24])[c:25]5[c:26]([CH3:32])[n:27][n:28]([CH3:31])[c:29]5[Cl:30])[cH:19][cH:20]4)[n:12][c:13]23)[CH2:2][CH2:3]1.[Na+:43]>>[CH:1]1([CH2:4][n:5]2[c:6](=[O:42])[n:7]([CH2:34][c:35]3[c:36]([F:41])[cH:37][cH:38][cH:39][cH:40]3)[c:8](=[O:33])[c:9]3[nH:10][c:11]([CH2:14][c:15]4[cH:16][cH:17][c:18]([NH:21][S:22](=[O:23])(=[O:24])[c:25]5[c:26]([CH3:32])[n:27][n:28]([CH3:31])[cH:29]5)[cH:19][cH:20]4)[n:12][c:13]23)[CH2:2][CH2:3]1. Starting materials: COC(=O)CC(=O)OC, C[SiH](C)OC1(CI)CC(C(C)(C)C)CN1C(=O)OCc1ccccc1, C[O-], CN(C)C=O, CCOC(C)=O, Cl, [Na+]. Product: COC(=O)C(CC1(O[SiH](C)C)CC(C(C)(C)C)CN1C(=O)OCc1ccccc1)C(=O)OC. As a reaction SMILES: [C:30]([CH2:31][C:32](=[O:33])[O:34][CH3:35])(=[O:36])[O:37][CH3:38].[CH2:1]([c:2]1[cH:3][cH:4][cH:5][cH:6][cH:7]1)[O:8][C:9](=[O:10])[N:11]1[C:12]([CH2:20][I:21])([O:22][SiH:23]([CH3:24])[CH3:25])[CH2:13][CH:14]([C:16]([CH3:17])([CH3:18])[CH3:19])[CH2:15]1.[CH3:26][O-:27].[CH3:39][N:40]([CH3:41])[CH:42]=[O:43].[CH3:44][CH2:45][O:46][C:47](=[O:48])[CH3:49].[ClH:29].[Na+:28]>>[CH2:1]([c:2]1[cH:3][cH:4][cH:5][cH:6][cH:7]1)[O:8][C:9](=[O:10])[N:11]1[C:12]([CH2:20][CH:31]([C:30](=[O:36])[O:37][CH3:38])[C:32](=[O:33])[O:34][CH3:35])([O:22][SiH:23]([CH3:24])[CH3:25])[CH2:13][CH:14]([C:16]([CH3:17])([CH3:18])[CH3:19])[CH2:15]1. Reactants: O=C([O-])[O-], CC(C)=O, CCOC(=O)c1sc(Cl)nc1C, [K+], [K+], Oc1ccc(Cl)cc1Cl. Product: CCOC(=O)c1sc(Oc2ccc(Cl)cc2Cl)nc1C. As a reaction SMILES: [C:22](=[O:23])([O-:24])[O-:25].[CH3:28][C:29](=[O:30])[CH3:31].[Cl:1][c:2]1[s:3][c:4]([C:8](=[O:9])[O:10][CH2:11][CH3:12])[c:5]([CH3:7])[n:6]1.[K+:26].[K+:27].[OH:13][c:14]1[cH:15][cH:16][c:17]([Cl:18])[cH:19][c:20]1[Cl:21]>>[c:2]1([O:13][c:14]2[cH:15][cH:16][c:17]([Cl:18])[cH:19][c:20]2[Cl:21])[s:3][c:4]([C:8](=[O:9])[O:10][CH2:11][CH3:12])[c:5]([CH3:7])[n:6]1. The reactants are COC(=O)C1(NC(=O)c2cccc(C)c2OC(C)C)CCSCC1, CCO, [K+], [OH-], O. The product is Cc1cccc(C(=O)NC2(C(=O)O)CCSCC2)c1OC(C)C. Reaction SMILES: [CH3:1][O:2][C:3](=[O:4])[C:5]1([NH:11][C:12]([c:13]2[c:14]([O:20][CH:21]([CH3:22])[CH3:23])[c:15]([CH3:19])[cH:16][cH:17][cH:18]2)=[O:24])[CH2:6][CH2:7][S:8][CH2:9][CH2:10]1.[CH3:28][CH2:29][OH:30].[K+:26].[OH-:25].[OH2:27]>>[O:2]=[C:3]([OH:4])[C:5]1([NH:11][C:12]([c:13]2[c:14]([O:20][CH:21]([CH3:22])[CH3:23])[c:15]([CH3:19])[cH:16][cH:17][cH:18]2)=[O:24])[CH2:6][CH2:7][S:8][CH2:9][CH2:10]1. Reactants: CC(c1ccccc1)N1C(=O)COC2CN(C(=O)OC(C)(C)C)CC21, O=C([O-])O, [Na+], C1CCOC1, O. Product: CC(c1ccccc1)N1CCOC2CN(C(=O)OC(C)(C)C)CC21. RXN SMILES: [C:1]([CH3:2])([CH3:3])([CH3:4])[O:5][C:6](=[O:7])[N:8]1[CH2:9][CH:10]2[N:11]([CH:18]([CH3:19])[c:20]3[cH:21][cH:22][cH:23][cH:24][cH:25]3)[C:12](=[O:17])[CH2:13][O:14][CH:15]2[CH2:16]1.[C:27](=[O:28])([OH:29])[O-:30].[Na+:31].[O:32]1[CH2:33][CH2:34][CH2:35][CH2:36]1.[OH2:26]>>[C:1]([CH3:2])([CH3:3])([CH3:4])[O:5][C:6](=[O:7])[N:8]1[CH2:9][CH:10]2[N:11]([CH:18]([CH3:19])[c:20]3[cH:21][cH:22][cH:23][cH:24][cH:25]3)[CH2:12][CH2:13][O:14][CH:15]2[CH2:16]1.